Dataset: the Open Reaction Database (ORD), a public repository of structured organic reaction records. Task: describe an organic reaction: reactants, conditions, products, and yield Starting materials: N([C@@H](CCC(OCC(Cl)(Cl)Cl)=O)C(=O)OCC1=CC=CC=C1)C(=O)OC(C)(C)C (Boc-Glu(OTce)-OBzl). Reagents/catalysts: [Pd] (palladium on carbon). Solvent: C(C)O (ethanol). Yields the product N([C@@H](CCC(OCC(Cl)(Cl)Cl)=O)C(=O)O)C(=O)OC(C)(C)C (Boc-Glu(OTce)-OH). Isolated yield 74.3%. RXN SMILES: [NH:1]([C:23]([O:25][C:26]([CH3:29])([CH3:28])[CH3:27])=[O:24])[C@H:2]([C:13]([O:15]CC1C=CC=CC=1)=[O:14])[CH2:3][CH2:4][C:5](=[O:12])[O:6][CH2:7][C:8]([Cl:11])([Cl:10])[Cl:9]>C(O)C.[Pd]>[NH:1]([C:23]([O:25][C:26]([CH3:29])([CH3:28])[CH3:27])=[O:24])[C@H:2]([C:13]([OH:15])=[O:14])[CH2:3][CH2:4][C:5](=[O:12])[O:6][CH2:7][C:8]([Cl:10])([Cl:11])[Cl:9]. Procedure: Boc-Glu(OTce)-OBzl (0.50 g) was hydrogenated in ethanol (25 ml) with 10% palladium on carbon (0.10 g). The catalyst was filtered off and the filtrate was evaporated. The residue was extracted with ethyl acetate. The organic layer was washed successively with 2% hydrochloric acid, water and saturated sodium chloride, dried over magnesium sulfate and evaporated. The residue was pulverized with petroleum ether, filtered and dried to give Boc-Glu(OTce)-OH (0.30 g). The reactants are Cl.[N+](=O)([O-])C=1C=C(C=CC1)C=1N=C(SC1)N (4-(3-nitro-phenyl)-thiazol-2-ylamine hydrochloride), O1COC2=C1C=CC(=C2)S(=O)(=O)Cl (benzo[1,3]dioxol-5-sulfonyl chloride), Cl (hydrochloric acid). Solvent: N1=CC=CC=C1 (pyridine). Reaction conditions: time 30 minute. Yields the product [N+](=O)([O-])C=1C=C(C=CC1)C=1N=C(SC1)NS(=O)(=O)C1=CC2=C(OCO2)C=C1 (benzo[1,3]dioxol-5-sulfonic acid [4-(3-nitro-phenyl)-thiazol-2-yl]-amide). Yield: 38.1%. As a reaction SMILES: Cl.[N+:2]([C:5]1[CH:6]=[C:7]([C:11]2[N:12]=[C:13]([NH2:16])[S:14][CH:15]=2)[CH:8]=[CH:9][CH:10]=1)([O-:4])=[O:3].[O:17]1[C:21]2[CH:22]=[CH:23][C:24]([S:26](Cl)(=[O:28])=[O:27])=[CH:25][C:20]=2[O:19][CH2:18]1.Cl>N1C=CC=CC=1>[N+:2]([C:5]1[CH:6]=[C:7]([C:11]2[N:12]=[C:13]([NH:16][S:26]([C:24]3[CH:23]=[CH:22][C:21]4[O:17][CH2:18][O:19][C:20]=4[CH:25]=3)(=[O:27])=[O:28])[S:14][CH:15]=2)[CH:8]=[CH:9][CH:10]=1)([O-:4])=[O:3] |f:0.1|. Procedure: A mixture of 0.5 g 4-(3-nitro-phenyl)-thiazol-2-ylamine hydrochloride with 0.52 g of benzo[1,3]dioxol-5-sulfonyl chloride was stirred overnight with 2 ml of pyridine. The resulting, red colored suspension was poured into 25 ml of 1N hydrochloric acid and the solid which thereby separated was filtered off and dissolved in a mixture of 30 ml of ethanol and 20 ml of 2N sodium hydroxide solution. After the addition of 0.5 g of active charcoal the mixture was stirred at room temperature for 30 minute... The reactants are [K+], C1COCCO1, [OH-], Cc1ccc(S(=O)(=O)n2ccc3c(Nc4ccc5cn[nH]c5c4)nc(Nc4ccc(S(N)(=O)=O)cc4)nc32)cc1. The product is NS(=O)(=O)c1ccc(Nc2nc(Nc3ccc4cn[nH]c4c3)c3cc[nH]c3n2)cc1. RXN SMILES: [K+:42].[O:43]1[CH2:44][CH2:45][O:46][CH2:47][CH2:48]1.[OH-:41].[nH:1]1[n:2][cH:3][c:4]2[cH:5][cH:6][c:7]([NH:10][c:11]3[c:12]4[c:13]([n:14][c:15]([NH:17][c:18]5[cH:19][cH:20][c:21]([S:24](=[O:25])(=[O:26])[NH2:27])[cH:22][cH:23]5)[n:16]3)[n:28]([S:31]([c:32]3[cH:33][cH:34][c:35]([CH3:36])[cH:37][cH:38]3)(=[O:39])=[O:40])[cH:29][cH:30]4)[cH:8][c:9]12>>[nH:1]1[n:2][cH:3][c:4]2[cH:5][cH:6][c:7]([NH:10][c:11]3[c:12]4[c:13]([n:14][c:15]([NH:17][c:18]5[cH:19][cH:20][c:21]([S:24](=[O:25])(=[O:26])[NH2:27])[cH:22][cH:23]5)[n:16]3)[nH:28][cH:29][cH:30]4)[cH:8][c:9]12. Conditions: time 1 hour. Starting materials: CSCCCl (chloroethyl methyl sulfide), CC(C)([O-])C.[K+] (potassium tert-butoxide), C(C)(=O)NC1=C(C=C(C=C1)C=1OC2=C(C(C1)=O)C(=C(C=C2F)F)N)F (2-(4-Acetylamino-3-fluorophenyl)-5-amino-6,8-difluoro-4H-1-benzopyran-4-one), CSCCCl (chloroethyl methyl sulfide), CC(C)([O-])C.[K+] (potassium tert-butoxide), O (water). Solvent: CN(C=O)C (dimethylformamide). Procedure: 1.00 g (2.87 mmol) of Compound 27 obtained in Example 27 was dissolved in 30 ml of dimethylformamide under argon atmosphere, 1.43 ml of chloroethyl methyl sulfide and 354 mg of potassium tert-butoxide were added under ice-cooling and the mixture was stirred at 50° to 60 ° C. for 1 hour. Additional 0.29 ml of chloroethyl methyl sulfide and 322 mg of potassium tert-butoxide were added and the mixture was stirred at the same temperature for 17 hours. The reaction solution was cooled on ice, water w... Reaction SMILES: [C:1]([NH:4][C:5]1[CH:10]=[CH:9][C:8]([C:11]2[O:12][C:13]3[C:21]([F:22])=[CH:20][C:19]([F:23])=[C:18]([NH2:24])[C:14]=3[C:15](=[O:17])[CH:16]=2)=[CH:7][C:6]=1[F:25])(=[O:3])[CH3:2].[CH3:26][S:27][CH2:28][CH2:29]Cl.CC(C)([O-])C.[K+].O>CN(C)C=O>[C:1]([N:4]([C:5]1[CH:10]=[CH:9][C:8]([C:11]2[O:12][C:13]3[C:21]([F:22])=[CH:20][C:19]([F:23])=[C:18]([NH2:24])[C:14]=3[C:15](=[O:17])[CH:16]=2)=[CH:7][C:6]=1[F:25])[CH2:29][CH2:28][S:27][CH3:26])(=[O:3])[CH3:2] |f:2.3|. Product: C(C)(=O)N(CCSC)C1=C(C=C(C=C1)C=1OC2=C(C(C1)=O)C(=C(C=C2F)F)N)F (2-[4-[N-acetyl-N-(2-methylthioethyl)amino]-3-fluorophenyl]-5-amino-6,8-difluoro-4H-1-benzopyran-4-one). Isolated yield 32.0%. Starting materials: ice, C(C)(C)(C)OC(CN1C=CC2=CC=C(C=C12)O)=O ((6-hydroxy-indol-1-yl)-acetic acid tert-butyl ester), CC1=NC(=CC=C1CO)C1=CC=C(C=C1)C(F)(F)F ([2-methyl-6-(4-trifluoromethyl-phenyl)-pyridin-3-yl]-methanol), C(CCC)P(CCCC)CCCC (tributylphosphine), CN(C(=O)N=NC(=O)N(C)C)C (N,N,N′,N′-tetramethyl azodicarboxamide). Solvent: O1CCCC1 (tetrahydrofuran). Run at time 14 hour. Yields the product C(C)(C)(C)OC(CN1C=CC2=CC=C(C=C12)OCC=1C(=NC(=CC1)C1=CC=C(C=C1)C(F)(F)F)C)=O ({6-[2-Methyl-6-(4-trifluoromethyl-phenyl)-pyridin-3-ylmethoxy]-indol-1-yl}-acetic acid tert-butyl ester). The yield is 75.0%. Reaction SMILES: [C:1]([O:5][C:6](=[O:18])[CH2:7][N:8]1[C:16]2[C:11](=[CH:12][CH:13]=[C:14]([OH:17])[CH:15]=2)[CH:10]=[CH:9]1)([CH3:4])([CH3:3])[CH3:2].[CH3:19][C:20]1[C:25]([CH2:26]O)=[CH:24][CH:23]=[C:22]([C:28]2[CH:33]=[CH:32][C:31]([C:34]([F:37])([F:36])[F:35])=[CH:30][CH:29]=2)[N:21]=1.C(P(CCCC)CCCC)CCC.CN(C)C(N=NC(N(C)C)=O)=O>O1CCCC1>[C:1]([O:5][C:6](=[O:18])[CH2:7][N:8]1[C:16]2[C:11](=[CH:12][CH:13]=[C:14]([O:17][CH2:26][C:25]3[C:20]([CH3:19])=[N:21][C:22]([C:28]4[CH:29]=[CH:30][C:31]([C:34]([F:37])([F:35])[F:36])=[CH:32][CH:33]=4)=[CH:23][CH:24]=3)[CH:15]=2)[CH:10]=[CH:9]1)([CH3:4])([CH3:2])[CH3:3]. Reported procedure: To an ice cold solution of (6-hydroxy-indol-1-yl)-acetic acid tert-butyl ester (70 mg, 0.28 mmol), [2-methyl-6-(4-trifluoromethyl-phenyl)-pyridin-3-yl]-methanol (76 mg, 0.28 mmol) and tributylphosphine (110 μl, 0.42 mmol) in tetrahydrofuran (4 ml) was added N,N,N′,N′-tetramethyl azodicarboxamide (73 mg, 0.42 mmol) under an argon atmosphere. The cooling bath was removed and stirring continued for 14 h. Filtration over celite and evaporation of the solvent under reduced pressure gave a yellow oil ... Reactants: C(C)(C)(C)OC(NC1=CC=C(C=C1)I)=O ((4-Iodo-phenyl)-carbamic acid tert-butyl ester), IC (iodomethane), 4.36, [H-].[Na+] (NaH), OS(=O)(=O)[O-].[K+] (KHSO4). Run in C1CCOC1 (THF). Product: C(C)(C)(C)OC(N(C)C1=CC=C(C=C1)I)=O ((4-Iodo-phenyl)-methyl-carbamic acid tert-butyl ester). The yield is 106.9%. RXN SMILES: [C:1]([O:5][C:6](=[O:15])[NH:7][C:8]1[CH:13]=[CH:12][C:11]([I:14])=[CH:10][CH:9]=1)([CH3:4])([CH3:3])[CH3:2].I[CH3:17].[H-].[Na+].OS([O-])(=O)=O.[K+]>C1COCC1>[C:1]([O:5][C:6](=[O:15])[N:7]([C:8]1[CH:9]=[CH:10][C:11]([I:14])=[CH:12][CH:13]=1)[CH3:17])([CH3:4])([CH3:2])[CH3:3] |f:2.3,4.5|. Procedure: A solution of 15.96 g (50 mmol) (4-Iodo-phenyl)-carbamic acid tert-butyl ester and 24.96 ml (400 mmol) iodomethane in 250 ml THF was treated at −18° C. with 4.36 (100 mmol) 55% NaH during 1 h. The reaction was warmed up over night to room temperature, neutralized at 0° C. with aqueous 10% KHSO4, evaporated and extracted with aqueous 10% KHSO4/Et2O (3×). The organic phases were washed with aqueous 10% NaCl, dried (Na2SO4) and evaporated to yield 17.8 g (quantitative) of (4-Iodo-phenyl)-methyl-car...